Dataset: the Open Reaction Database (ORD), a public repository of structured organic reaction records. Task: describe an organic reaction: reactants, conditions, products, and yield Starting materials: ClC=1N=NC(=CC1)C1=NC=CC=C1 (3-chloro-6-(2-pyridyl)pyridazine), C(=O)NN (formic acid hydrazide). Solvent: C(CCC)O (n-butyl alcohol). Yields the product N1=C(C=CC=C1)C=1C=CC=2N(N1)C=NN2 (6-(2-Pyridyl)-1,2,4-triazolo[4,3-b]pyridazine). RXN SMILES: Cl[C:2]1[N:3]=[N:4][C:5]([C:8]2[CH:13]=[CH:12][CH:11]=[CH:10][N:9]=2)=[CH:6][CH:7]=1.[CH:14]([NH:16][NH2:17])=O>C(O)CCC>[N:9]1[CH:10]=[CH:11][CH:12]=[CH:13][C:8]=1[C:5]1[CH:6]=[CH:7][C:2]2[N:3]([CH:14]=[N:16][N:17]=2)[N:4]=1. Procedure: A mixture of 1.0 g. of 3-chloro-6-(2-pyridyl)pyridazine and 0.6 g. of formic acid hydrazide in 50 ml. of n-butyl alcohol is heated at the reflux temperature for 18 hours. The volatiles are removed in vacuo and the residue is partitioned between dilute aqueous sodium hydroxide and methylene chloride. The organic layer is dried over sodium sulfate and filtered. The filtrate is evaporated and the residue is crystallized from methylene chloride-hexane to afford 1.0 g. of the desired product as off-w...